From a dataset of the Open Reaction Database (ORD), a public repository of structured organic reaction records. describe an organic reaction: reactants, conditions, products, and yield Reactants: CCOC(=O)c1c[nH]c(C2Cc3c(C(=O)NCc4ccccc4)cccc3C2=O)n1, O=C(NCc1ccccc1)c1cccc2c1CC(Br)C2=O, CCOC(=O)c1ncc[nH]1, Cc1ccccc1, CCOC(C)=O. The product is CCOC(=O)c1nc(C2Cc3c(C(=O)NCc4ccccc4)cccc3C2=O)c[nH]1. As a reaction SMILES: [CH2:1]([c:2]1[cH:3][cH:4][cH:5][cH:6][cH:7]1)[NH:8][C:9](=[O:10])[c:11]1[c:12]2[c:16]([cH:17][cH:18][cH:19]1)[C:15](=[O:20])[CH:14]([c:21]1[nH:22][cH:23][c:24]([C:25]([O:26][CH2:27][CH3:28])=[O:29])[n:30]1)[CH2:13]2.[CH2:31]([NH:32][C:33]([c:34]1[cH:35][cH:36][cH:37][c:38]2[c:39]1[CH2:40][CH:41]([Br:42])[C:43]2=[O:44])=[O:45])[c:46]1[cH:47][cH:48][cH:49][cH:50][cH:51]1.[CH2:52]([CH3:53])[O:54][C:55](=[O:56])[c:57]1[nH:58][cH:59][cH:60][n:61]1.[CH3:62][c:63]1[cH:64][cH:65][cH:66][cH:67][cH:68]1.[CH3:69][CH2:70][O:71][C:72](=[O:73])[CH3:74]>>[CH2:1]([c:2]1[cH:3][cH:4][cH:5][cH:6][cH:7]1)[NH:8][C:9](=[O:10])[c:11]1[c:12]2[c:16]([cH:17][cH:18][cH:19]1)[C:15](=[O:20])[CH:14]([c:59]1[n:58][c:57]([C:55]([O:54][CH2:52][CH3:53])=[O:56])[nH:61][cH:60]1)[CH2:13]2. Starting materials: O=C1CCC(=O)N1Br, Cc1cc(C(F)(C(F)(F)F)C(F)(F)F)cc(C)c1NC(=O)c1cc(N)cs1, C1CCOC1, O. The product is Cc1cc(C(F)(C(F)(F)F)C(F)(F)F)cc(C)c1NC(=O)c1cc(N)c(Br)s1. Reaction SMILES: [Br:28][N:29]1[C:30](=[O:31])[CH2:32][CH2:33][C:34]1=[O:35].[CH3:1][c:2]1[c:3]([NH:19][C:20](=[O:21])[c:22]2[s:23][cH:24][c:25]([NH2:27])[cH:26]2)[c:4]([CH3:18])[cH:5][c:6]([C:8]([C:9]([F:10])([F:11])[F:12])([C:13]([F:14])([F:15])[F:16])[F:17])[cH:7]1.[O:37]1[CH2:38][CH2:39][CH2:40][CH2:41]1.[OH2:36]>>[CH3:1][c:2]1[c:3]([NH:19][C:20](=[O:21])[c:22]2[s:23][c:24]([Br:28])[c:25]([NH2:27])[cH:26]2)[c:4]([CH3:18])[cH:5][c:6]([C:8]([C:9]([F:10])([F:11])[F:12])([C:13]([F:14])([F:15])[F:16])[F:17])[cH:7]1. The reactants are CC1(C=2C=CC(=CC2C(CC1)(C)C)C=O)C (5,6,7,8-tetrahydro-5,5,8,8-tetramethyl-2-naphthaldehyde), C(OCC)([O-])[O-] (ethyl orthoformate), C1(=CC=C(C=C1)S(=O)(=O)O)C (4-toluenesulfonic acid), C([O-])([O-])=O.[Na+].[Na+] (sodium carbonate), diethyl acetal, P(OCC)(OCC)OCC (triethyl phosphite), B(F)(F)F.CCOCC (boron trifluoride diethyl etherate). The solvent is O (water), C(C)O (ethanol), C(Cl)Cl (methylene chloride). Reaction conditions: time 15 minute. Yields the product C(C)OC(C1=CC=2C(CCC(C2C=C1)(C)C)(C)C)P(OCC)(OCC)=O (diethyl 1-ethoxy-1-(5,6,7,8-tetrahydro-5,5,8,8-tetramethyl-2-naphthyl)methylphosphonate). As a reaction SMILES: [CH3:1][C:2]1([CH3:16])[CH2:11][CH2:10][C:9]([CH3:13])([CH3:12])[C:8]2[CH:7]=[C:6]([CH:14]=[O:15])[CH:5]=[CH:4][C:3]1=2.C([O-])([O-])O[CH2:19][CH3:20].C1(C)C=CC(S(O)(=O)=O)=CC=1.C(=O)([O-])[O-].[Na+].[Na+].[P:40]([O:47]CC)([O:44][CH2:45][CH3:46])[O:41][CH2:42][CH3:43].B(F)(F)F.CCOCC>C(O)C.C(Cl)Cl.O>[CH2:19]([O:15][CH:14]([P:40](=[O:47])([O:44][CH2:45][CH3:46])[O:41][CH2:42][CH3:43])[C:6]1[CH:5]=[CH:4][C:3]2[C:2]([CH3:16])([CH3:1])[CH2:11][CH2:10][C:9]([CH3:12])([CH3:13])[C:8]=2[CH:7]=1)[CH3:20] |f:3.4.5,7.8|. Reported procedure: 65.4 g (0.3 mol) of 5,6,7,8-tetrahydro-5,5,8,8-tetramethyl-2-naphthaldehyde, 56 g (0.38 mol) of ethyl orthoformate and 0.3 g of 4-toluenesulfonic acid in 75 ml of absolute ethanol were stirred at room temperature for 16 h. Then 7.6 g of anhydrous sodium carbonate were added, the mixture was stirred for about 15 min, the solids were filtered off, and the filtrate was concentrated. 92 g of diethyl acetal remained. 73.5 g (0.25 mol) of this diethyl acetal and 42.2 g (0.25 mol) of triethyl phosphite... Run at time 18 hour. Solvent: O1CCOCC1.O (dioxane water). Reaction SMILES: [CH3:1][C:2]([S:9][CH2:10][CH2:11][C@H:12]1[CH2:16][CH2:15][O:14][CH2:13]1)([CH3:8])[C:3]([O:5]CC)=[O:4].O.[OH-].[Li+].CO>O1CCOCC1.O>[CH3:8][C:2]([S:9][CH2:10][CH2:11][C@H:12]1[CH2:16][CH2:15][O:14][CH2:13]1)([CH3:1])[C:3]([OH:5])=[O:4] |f:1.2.3,5.6|. Reactants: CC(C(=O)OCC)(C)SCC[C@@H]1COCC1 (ethyl 2-methyl-2-({2-[(3R)-oxolan-3-yl]ethyl}sulfanyl)propanoate), O.[OH-].[Li+] (lithium hydroxide monohydrate), O.[OH-].[Li+] (lithium hydroxide monohydrate), CO (methanol). Yields the product CC(C(=O)O)(C)SCC[C@@H]1COCC1 (2-methyl-2-({2-[(3R)-oxolan-3-yl]ethyl}sulfanyl)propanoic acid). Procedure details: To a solution of 0.43 g (1.75 mmol) of ethyl 2-methyl-2-({2-[(3R)-oxolan-3-yl]ethyl}sulfanyl)propanoate in THF/water (4/1, 6.5 mL) are added 84 mg (3.49 mmol) of lithium hydroxide monohydrate. The reaction is stirred at room temperature for 18 h. Then methanol (0.5 mL) is added and the reaction is heated to 45° C. for 16 h. Additional lithium hydroxide monohydrate (83 mg, 3.49 mmol) is added and the reaction is heated to 55° C. for 3 h. The reaction mixture is partitioned between DCM (8 mL) and ... Isolated yield 91.9%. Starting materials: C(C)(C)(C)OC(=O)NC=1C=C2C=C(NC2=CC1)C(=O)N1C[C@H](C2=C3C(=C(NC3=C(C=C21)O)C(F)(F)F)C(=O)OC)CCl (methyl (1S)-3-[5-(t-butoxycarbonyl)amino-1H-indol-2-ylcarbonyl]-1-chloromethyl-5-hydroxy-7-trifluoromethyl-1,2,3,6-tetrahydropyrrolo[3,2-e]indole-8-carboxylate), Cl.CN(CC(=O)O)C (N, N-dimethylglycine hydrochloride). Yields the product ClC[C@@H]1CN(C=2C1=C1C(=C(NC1=C(C2)O)C(F)(F)F)C(=O)OC)C(=O)C=2NC1=CC=C(C=C1C2)NC(=O)CN(C)C (Methyl (1S)-1-chloromethyl-3-[5 (dimethylaminomethylcarbonyl)amino-1H-indol-2-ylcarbonyl]-5-hydroxy-7-trifluoromethyl-1,2,3,6-tetrahydropyrrolo[3,2-e]indole-8-carboxylate). As a reaction SMILES: C([O:5][C:6]([NH:8][C:9]1[CH:10]=[C:11]2[C:15](=[CH:16][CH:17]=1)[NH:14][C:13]([C:18]([N:20]1[C:31]3[C:23](=[C:24]4[C:28](=[C:29]([OH:32])[CH:30]=3)[NH:27][C:26]([C:33]([F:36])([F:35])[F:34])=[C:25]4[C:37]([O:39][CH3:40])=[O:38])[C@H:22]([CH2:41][Cl:42])[CH2:21]1)=[O:19])=[CH:12]2)=O)(C)(C)C.Cl.[CH3:44][N:45]([CH3:50])[CH2:46]C(O)=O>>[Cl:42][CH2:41][C@H:22]1[C:23]2=[C:24]3[C:28](=[C:29]([OH:32])[CH:30]=[C:31]2[N:20]([C:18]([C:13]2[NH:14][C:15]4[C:11]([CH:12]=2)=[CH:10][C:9]([NH:8][C:6]([CH2:44][N:45]([CH3:50])[CH3:46])=[O:5])=[CH:17][CH:16]=4)=[O:19])[CH2:21]1)[NH:27][C:26]([C:33]([F:34])([F:36])[F:35])=[C:25]3[C:37]([O:39][CH3:40])=[O:38] |f:1.2|. Reported procedure: Methyl (1S)-1-chloromethyl-3-[5 (dimethylaminomethylcarbonyl)amino-1H-indol-2-ylcarbonyl]-5-hydroxy-7-trifluoromethyl-1,2,3,6-tetrahydropyrrolo[3,2-e]indole-8-carboxylate was prepared from 12.1 mg (20 μmol) of methyl (1S)-3-[5-(t-butoxycarbonyl)amino-1H-indol-2-ylcarbonyl]-1-chloromethyl-5-hydroxy-7-trifluoromethyl-1,2,3,6-tetrahydropyrrolo[3,2-e]indole-8-carboxylate and 2.8 mg (20 μmol) of N, N-dimethylglycine hydrochloride in the same manner as in Example 6 in a yield of 7.8 mg (66%).